Dataset: the Open Reaction Database (ORD), a public repository of structured organic reaction records. Task: describe an organic reaction: reactants, conditions, products, and yield Starting materials: C(#N)NC=NC1=CC=C(C=C1)C1=NNC=N1 (N-Cyano-N'-[4-(1,2,4-triazol-3-yl)-phenyl]-formamidine), C(C)(C)N (isopropylamine). Solvent: O (water). The product is C(C)(C)NC=NC1=CC=C(C=C1)C1=NNC=N1 (N-Isopropyl-N'-[4-(1,2,4-triazol-3-yl)-phenyl]-formamidine). As a reaction SMILES: C(N[CH:4]=[N:5][C:6]1[CH:11]=[CH:10][C:9]([C:12]2[N:16]=[CH:15][NH:14][N:13]=2)=[CH:8][CH:7]=1)#N.[CH:17]([NH2:20])([CH3:19])[CH3:18]>O>[CH:17]([NH:20][CH:4]=[N:5][C:6]1[CH:11]=[CH:10][C:9]([C:12]2[N:16]=[CH:15][NH:14][N:13]=2)=[CH:8][CH:7]=1)([CH3:19])[CH3:18]. Procedure: A solution of N-Cyano-N'-[4-(1,2,4-triazol-3-yl)-phenyl]-formamidine (3 g) and isopropylamine (8.5 g) in water (1.5 ml) was stirred for twenty minutes. The crystallized solid was filtered off and purified via its maleate salt in ethanol. Reactants: CO, CCOC(=O)c1cccc(C2CN(C)Cc3c(Cl)cc(Cl)cc32)c1, [K+], [OH-]. The product is CN1Cc2c(Cl)cc(Cl)cc2C(c2cccc(C(=O)O)c2)C1. As a reaction SMILES: [CH3:27][OH:28].[Cl:1][c:2]1[cH:3][c:4]2[c:9]([c:10]([Cl:12])[cH:11]1)[CH2:8][N:7]([CH3:13])[CH2:6][CH:5]2[c:14]1[cH:15][c:16]([C:17](=[O:18])[O:19][CH2:20][CH3:21])[cH:22][cH:23][cH:24]1.[K+:26].[OH-:25]>>[Cl:1][c:2]1[cH:3][c:4]2[c:9]([c:10]([Cl:12])[cH:11]1)[CH2:8][N:7]([CH3:13])[CH2:6][CH:5]2[c:14]1[cH:15][c:16]([C:17](=[O:18])[OH:19])[cH:22][cH:23][cH:24]1. Starting materials: O=C([C@H]([C@@H](C)C1=CC=C(C=C1)C(F)(F)F)NC(OC(C)(C)C)=O)N1C(OC[C@H]1C1=CC=CC=C1)=O (tert-butyl (2S,3S)-1-oxo-1-((R)-2-oxo-4-phenyloxazolidin-3-yl)-3-(4-(trifluoromethyl)phenyl)butan-2-ylcarbamate), C(C)OCC (diethyl ether), O (water), [BH4-].[Li+] (Lithium borohydride). Reaction conditions: time 12 hour. The product is OC[C@H]([C@@H](C)C1=CC=C(C=C1)C(F)(F)F)NC(OC(C)(C)C)=O (tert-butyl (2S,3S)-1-hydroxy-3-(4-(trifluoromethyl)phenyl)butan-2-ylcarbamate). The yield is 66.5%. As a reaction SMILES: [O:1]=[C:2](N1[C@H](C2C=CC=CC=2)COC1=O)[C@@H:3]([NH:16][C:17](=[O:23])[O:18][C:19]([CH3:22])([CH3:21])[CH3:20])[C@H:4]([C:6]1[CH:11]=[CH:10][C:9]([C:12]([F:15])([F:14])[F:13])=[CH:8][CH:7]=1)[CH3:5].C(OCC)C.O.[BH4-].[Li+]>>[OH:1][CH2:2][C@@H:3]([NH:16][C:17](=[O:23])[O:18][C:19]([CH3:22])([CH3:21])[CH3:20])[C@H:4]([C:6]1[CH:7]=[CH:8][C:9]([C:12]([F:15])([F:14])[F:13])=[CH:10][CH:11]=1)[CH3:5] |f:3.4|. Procedure: To a 250 mL round-bottomed flask was added tert-butyl (2S,3S)-1-oxo-1-((R)-2-oxo-4-phenyloxazolidin-3-yl)-3-(4-(trifluoromethyl)phenyl)butan-2-ylcarbamate (4.80 g, 9.7 mmol), diethyl ether (50.00 mL, 481 mmol), and water (0.19 mL, 11 mmol). The resulting solution was cooled in an ice bath. Lithium borohydride (0.23 g, 11 mmol) was added in one portion and gas evolution was observed. The ice bath was removed, and the solution was stirred for about 12 hours. The reaction was followed by LCMS and o... As a reaction SMILES: [CH3:1][CH:2]([CH:4]1[CH2:9][N:8]([CH2:10][C:11]2[CH:16]=[CH:15][CH:14]=[CH:13][CH:12]=2)[CH2:7][CH2:6][N:5]1[CH2:17][C:18]1[CH:23]=[CH:22][CH:21]=[CH:20][CH:19]=1)[OH:3].[H-].[Na+].I[CH3:27]>CN(C)C=O>[CH3:27][O:3][CH:2]([CH:4]1[CH2:9][N:8]([CH2:10][C:11]2[CH:16]=[CH:15][CH:14]=[CH:13][CH:12]=2)[CH2:7][CH2:6][N:5]1[CH2:17][C:18]1[CH:23]=[CH:22][CH:21]=[CH:20][CH:19]=1)[CH3:1] |f:1.2|. Starting materials: [H-].[Na+] (sodium hydride), IC (iodomethane), 60.5, CC(O)C1N(CCN(C1)CC1=CC=CC=C1)CC1=CC=CC=C1 (α-methyl-1,4-bis(phenylmethyl)-2-piperazinemethanol). Procedure: To a stirred mixture of 60.5 parts of α-methyl-1,4-bis(phenylmethyl)-2-piperazinemethanol and 180 parts of N,N-dimethylformamide were added portionwise 29.8 parts of a sodium hydride dispersion 50% at a temperature below 35° C. under nitrogen atmosphere. The mixture was allowed to cool and stirred for 3 hours at room temperature. After cooling to 10° C., there were added dropwise 9.4 parts of iodomethane at about 20° C. Upon completion, stirring was continued for 2 hours at room temperature. The... Yields the product COC(C)C1N(CCN(C1)CC1=CC=CC=C1)CC1=CC=CC=C1 (2-(1-methoxyethyl)-1,4-bis(phenylmethyl)piperazine), intermediate 28. Solvent: CN(C=O)C (N,N-dimethylformamide). Isolated yield 71.5%. Reaction conditions: time 3 hour. The reactants are C(C1=CC=CC=C1)OC1=CC=C2C(=NNC2=C1)C (6-Benzyloxy-3-methyl-1H-indazole). The solvent is CN(C)C=O (DMF). Product: C(C1=CC=CC=C1)OC1=CC=C2C(=NN(C2=C1)CC(C)=O)C (1-(6-Benzyloxy-3-methyl-indazol-1-yl)-propan-2-one). RXN SMILES: [CH2:1]([O:8][C:9]1[CH:17]=[C:16]2[C:12]([C:13]([CH3:18])=[N:14][NH:15]2)=[CH:11][CH:10]=1)[C:2]1[CH:7]=[CH:6][CH:5]=[CH:4][CH:3]=1>CN(C=O)C>[CH2:1]([O:8][C:9]1[CH:17]=[C:16]2[C:12]([C:13]([CH3:18])=[N:14][N:15]2[CH2:10][C:9](=[O:8])[CH3:17])=[CH:11][CH:10]=1)[C:2]1[CH:3]=[CH:4][CH:5]=[CH:6][CH:7]=1. Reported procedure: A solution of the product from Step B (2.3 g, 9.7 mmol) in DMF (10 ml) was treated by the sequence described for Example 1, Step B to give a residue, which was used in the next step without further purification: MS (ES) m/z 295 (M+). Starting materials: [Al+3], CON(C)C(=O)c1cc(Br)ccc1Cl, [Cl-], [H-], [H-], [H-], [H-], [Li+], [NH4+], C1CCOC1. The product is O=Cc1cc(Br)ccc1Cl. As a reaction SMILES: [Al+3:2].[Br:7][c:8]1[cH:9][cH:10][c:11]([Cl:20])[c:12]([C:13](=[O:14])[N:15]([O:16][CH3:17])[CH3:18])[cH:19]1.[Cl-:21].[H-:1].[H-:4].[H-:5].[H-:6].[Li+:3].[NH4+:22].[O:23]1[CH2:24][CH2:25][CH2:26][CH2:27]1>>[Br:7][c:8]1[cH:9][cH:10][c:11]([Cl:20])[c:12]([CH:13]=[O:14])[cH:19]1. The product is CCCCc1cc(CCCN2CCN(c3ccccc3F)CC2)n(-c2ccc(C(F)(F)F)cc2)n1. The reactants are CCCCc1cc(CCC=O)n(-c2ccc(C(F)(F)F)cc2)n1, Fc1ccccc1N1CCNCC1. As a reaction SMILES: [F:1][C:2]([c:3]1[cH:4][cH:5][c:6](-[n:9]2[n:10][c:11]([CH2:18][CH2:19][CH2:20][CH3:21])[cH:12][c:13]2[CH2:14][CH2:15][CH:16]=[O:17])[cH:7][cH:8]1)([F:22])[F:23].[F:24][c:25]1[c:26]([N:31]2[CH2:32][CH2:33][NH:34][CH2:35][CH2:36]2)[cH:27][cH:28][cH:29][cH:30]1>>[F:1][C:2]([c:3]1[cH:4][cH:5][c:6](-[n:9]2[n:10][c:11]([CH2:18][CH2:19][CH2:20][CH3:21])[cH:12][c:13]2[CH2:14][CH2:15][CH2:16][N:34]2[CH2:33][CH2:32][N:31]([c:26]3[c:25]([F:24])[cH:30][cH:29][cH:28][cH:27]3)[CH2:36][CH2:35]2)[cH:7][cH:8]1)([F:22])[F:23].